Dataset: the Open Reaction Database (ORD), a public repository of structured organic reaction records. Task: describe an organic reaction: reactants, conditions, products, and yield Starting materials: CS(=O)(=O)O (methanesulfonic acid), C(=O)(OC(C)(C)C)NCCC(=O)O (N-Boc-β-alanine), C=1C=CC2=C(C1)N=NN2O (HOBT), product, COC([C@H](CNC(=O)OC(C)(C)C)NC(=O)OCC1=CC=CC=C1)=O ((2S)-2-Benzyloxycarbonylamino-3-(t-butoxycarbonylamino)propanoic acid methyl ester), CCN=C=NCCCN(C)C.Cl (WSC.HCl). Solvent: C(C)#N (acetonitrile), C(C)N(CC)CC (triethylamine), CN(C)C=O (DMF), O (H2O), O (water), C(C)#N (acetonitrile). Reaction conditions: time 30 minute. Product: COC([C@H](CNC(CCNC(=O)OC(C)(C)C)=O)NC(=O)OCC1=CC=CC=C1)=O ((2S)-2-Benzyloxycarbonylamino-3-(3-(t-butoxycarbonylamino)propanoylamino)propanoic acid methyl ester). RXN SMILES: [CH3:1][O:2][C:3](=[O:25])[C@@H:4]([NH:14][C:15]([O:17][CH2:18][C:19]1[CH:24]=[CH:23][CH:22]=[CH:21][CH:20]=1)=[O:16])[CH2:5][NH:6][C:7]([O:9]C(C)(C)C)=O.CS(O)(=O)=O.[C:31]([NH:38][CH2:39][CH2:40]C(O)=O)([O:33][C:34]([CH3:37])([CH3:36])[CH3:35])=[O:32].C1C=CC2N(O)N=NC=2C=1.CCN=C=NCCCN(C)C.Cl>C(#N)C.O.C(N(CC)CC)C.CN(C=O)C>[CH3:1][O:2][C:3](=[O:25])[C@@H:4]([NH:14][C:15]([O:17][CH2:18][C:19]1[CH:20]=[CH:21][CH:22]=[CH:23][CH:24]=1)=[O:16])[CH2:5][NH:6][C:7](=[O:9])[CH2:40][CH2:39][NH:38][C:31]([O:33][C:34]([CH3:37])([CH3:36])[CH3:35])=[O:32] |f:4.5|. Procedure: The product (6.0 g) obtained in the above (3) is dissolved in acetonitrile (10 ml), and thereto is added dropwise a solution of methanesulfonic acid (8.181 g) in acetonitrile (15 ml) at a temperature below 20° C., and the mixture is stirred at room temperature for 30 minutes. At a temperature below 20° C., to the mixture are added dropwise DMF (20 ml), triethylamine (8.608 g) successively, and the mixture is stirred for 10 minutes. To the mixture are added N-Boc-β-alanine (3.547 g) and HOBT.H2O ... The reactants are CN1N=C(C=CC1=O)C(C[C@@H](C1=C(C=CC=C1)C)C1=CC=C(C=C1)C1CCNCC1)=O ((R)-2-methyl-6-(3-(4-(piperidin-4-yl)phenyl)-3-o-tolylpropanoyl)pyridazin-3(2H)-one), CS(=O)(=O)Cl (methanesulfonyl chloride). Yields the product CN1N=C(C=CC1=O)C(C[C@@H](C1=C(C=CC=C1)C)C1=CC=C(C=C1)C1CCN(CC1)S(=O)(=O)C)=O ((R)-2-Methyl-6-(3-(4-(1-(methylsulfonyl)piperidin-4-yl)phenyl)-3-o-tolylpropanoyl)pyridazin-3(2H)-one). As a reaction SMILES: [CH3:1][N:2]1[C:7](=[O:8])[CH:6]=[CH:5][C:4]([C:9](=[O:31])[CH2:10][C@H:11]([C:19]2[CH:24]=[CH:23][C:22]([CH:25]3[CH2:30][CH2:29][NH:28][CH2:27][CH2:26]3)=[CH:21][CH:20]=2)[C:12]2[CH:17]=[CH:16][CH:15]=[CH:14][C:13]=2[CH3:18])=[N:3]1.[CH3:32][S:33](Cl)(=[O:35])=[O:34]>>[CH3:1][N:2]1[C:7](=[O:8])[CH:6]=[CH:5][C:4]([C:9](=[O:31])[CH2:10][C@H:11]([C:19]2[CH:24]=[CH:23][C:22]([CH:25]3[CH2:26][CH2:27][N:28]([S:33]([CH3:32])(=[O:35])=[O:34])[CH2:29][CH2:30]3)=[CH:21][CH:20]=2)[C:12]2[CH:17]=[CH:16][CH:15]=[CH:14][C:13]=2[CH3:18])=[N:3]1. Reported procedure: The title compound was produced in analogy to example 3, steps 1 and 2. Thus, reaction of (R)-6-(3-(4-bromophenyl)-3-o-tolylpropanoyl)-2-methylpyridazin-3(2H)-one (example 25, step 1) with (1-(tert-butoxycarbonyl)piperidin-4-yl)zinc(II) iodide produced 4-{4-[(R)-3-(1-methyl-6-oxo-1,6-dihydro-pyridazin-3-yl)-3-oxo-1-o-tolyl-propyl]-phenyl}-piperidine-1-carboxylic acid tert-butyl ester, which after cleavage of the tert-butoxycarbonyl group led to (R)-2-methyl-6-(3-(4-(piperidin-4-yl)phenyl)-3-o-to... The solvent is C(C)O (ethanol). Reaction SMILES: [ClH:1].[Cl:2][CH2:3][CH2:4][NH:5][CH2:6][CH2:7]Cl.[F:9][C:10]1[CH:15]=[CH:14][C:13]([NH2:16])=[CH:12][C:11]=1[CH3:17].C(=O)([O-])[O-].[K+].[K+]>C(O)C>[ClH:2].[ClH:1].[F:9][C:10]1[CH:15]=[CH:14][C:13]([N:16]2[CH2:7][CH2:6][NH:5][CH2:4][CH2:3]2)=[CH:12][C:11]=1[CH3:17] |f:0.1,3.4.5,7.8.9|. Reactants: Cl.ClCCNCCCl (bis(2-chloroethyl)amine hydrochloride), FC1=C(C=C(C=C1)N)C (4-fluoro-3-methylbenzeneamine), C([O-])([O-])=O.[K+].[K+] (potassium carbonate). Run at time 24 hour. Yields the product Cl.Cl.FC1=C(C=C(C=C1)N1CCNCC1)C (1-(4-Fluoro-3-Methylphenyl)Piperazine Dihydrochloride). Yield: 12.1%. Reported procedure: A solution of 56.3 g (0.315 mol) of bis(2-chloroethyl)amine hydrochloride and 35.9 g (0.287 mol) of 4-fluoro-3-methylbenzeneamine in 500 mL of absolute ethanol was heated at reflux for 24 h under a nitrogen atmosphere. The mixture was cooled and 65.3 g (0.473 mol) of anhydrous potassium carbonate was added and heating was continued for 24 h. The hot mixture was filtered and the filtrate was concentrated under reduced pressure. The residue was triturated with ethyl acetate to yield a crude solid.... Starting materials: Cl (hydrochloric acid), C(CCC)[Li] (n-Butyllithium), FC1=CC(=C(C=C1F)F)F (2,3,5,6-tetrafluorobenzene), C(=O)=O (Carbon dioxide). Run in O (water), O1CCCC1 (tetrahydrofuran). Conditions: temperature -70 celsius, time 1 hour. Yields the product FC1=C(C(=O)O)C(=C(C=C1F)F)F (2,3,5,6-tetrafluorobenzoic acid). As a reaction SMILES: C([Li])CCC.[F:6][C:7]1[C:12]([F:13])=[CH:11][C:10]([F:14])=[C:9]([F:15])[CH:8]=1.[C:16](=[O:18])=[O:17].Cl>O1CCCC1.O>[F:6][C:7]1[C:12]([F:13])=[CH:11][C:10]([F:14])=[C:9]([F:15])[C:8]=1[C:16]([OH:18])=[O:17]. Reported procedure: n-Butyllithium (2.7M solution in n-hexane, 148 cm3) was added dropwise over a period of one hour to a stirred solution of 2,3,5,6-tetrafluorobenzene (60 g) in dry tetrahydrofuran (200 cm3) maintained at -70° C. under a nitrogen atmosphere, after which the mixture was stirred at -70° C. for a further one hour. Carbon dioxide gas was passed into the mixture over a period of 4 hours during which time the temperature was allowed to warm up to the ambient value (ca. 22° C.). After adding water and ac... Starting materials: C(C)(=O)N1[C@H](C[C@H](C2=CC(=CC=C12)C1=C(C=C(C(=O)OC)C=C1)C)NC=1C=NC=CC1)C (Methyl 4-[(2S,4R)-1-acetyl-2-methyl-4-(3-pyridinylamino)-1,2,3,4-tetrahydro-6-quinolinyl]-3-methylbenzoate), [OH-].[Na+] (sodium hydroxide). Run in C(C)O (ethanol). Run at time 4 hour. Product: C(C)(=O)N1[C@H](C[C@H](C2=CC(=CC=C12)C1=C(C=C(C(=O)O)C=C1)C)NC=1C=NC=CC1)C (4-[(2S,4R)-1-acetyl-2-methyl-4-(3-pyridinylamino)-1,2,3,4-tetrahydro-6-quinolinyl]-3-methylbenzoic acid). Isolated yield 8.0%. Reaction SMILES: [C:1]([N:4]1[C:13]2[C:8](=[CH:9][C:10]([C:14]3[CH:23]=[CH:22][C:17]([C:18]([O:20]C)=[O:19])=[CH:16][C:15]=3[CH3:24])=[CH:11][CH:12]=2)[C@H:7]([NH:25][C:26]2[CH:27]=[N:28][CH:29]=[CH:30][CH:31]=2)[CH2:6][C@@H:5]1[CH3:32])(=[O:3])[CH3:2].[OH-].[Na+]>C(O)C>[C:1]([N:4]1[C:13]2[C:8](=[CH:9][C:10]([C:14]3[CH:23]=[CH:22][C:17]([C:18]([OH:20])=[O:19])=[CH:16][C:15]=3[CH3:24])=[CH:11][CH:12]=2)[C@H:7]([NH:25][C:26]2[CH:27]=[N:28][CH:29]=[CH:30][CH:31]=2)[CH2:6][C@@H:5]1[CH3:32])(=[O:3])[CH3:2] |f:1.2|. Procedure: Methyl 4-[(2S,4R)-1-acetyl-2-methyl-4-(3-pyridinylamino)-1,2,3,4-tetrahydro-6-quinolinyl]-3-methylbenzoate (for a preparation see Example 173) (25 mg, 0.058 mmol) was dissolved in ethanol (1 mL) and treated with sodium hydroxide (1M in water, 0.291 mL, 0.291 mmol) and the resulting mixture was stirred at room temperature for 4 h then was concentrated in vacuo. Purification of the residue by MDAP (modifier: formic acid) gave 4-[(2S,4R)-1-acetyl-2-methyl-4-(3-pyridinylamino)-1,2,3,4-tetrahydro-6-q... The reactants are CON(C)C(=O)c1sc(NC(=O)OC(C)(C)C)nc1-c1ccco1, C1CCOC1, [Cl-], Cl[Mg]c1ccccc1, [NH4+]. Yields the product CC(C)(C)OC(=O)Nc1nc(-c2ccco2)c(C(=O)c2ccccc2)s1. As a reaction SMILES: [C:1]([CH3:2])([CH3:3])([CH3:4])[O:5][C:6](=[O:7])[NH:8][c:9]1[s:10][c:11]([C:19](=[O:20])[N:21]([O:22][CH3:23])[CH3:24])[c:12](-[c:14]2[o:15][cH:16][cH:17][cH:18]2)[n:13]1.[CH2:35]1[O:36][CH2:37][CH2:38][CH2:39]1.[Cl-:33].[Cl:25][Mg:26][c:27]1[cH:28][cH:29][cH:30][cH:31][cH:32]1.[NH4+:34]>>[C:1]([CH3:2])([CH3:3])([CH3:4])[O:5][C:6](=[O:7])[NH:8][c:9]1[s:10][c:11]([C:19](=[O:20])[c:27]2[cH:28][cH:29][cH:30][cH:31][cH:32]2)[c:12](-[c:14]2[o:15][cH:16][cH:17][cH:18]2)[n:13]1. RXN SMILES: [NH2:1][C:2]1[CH:10]=[C:9]([O:11][CH3:12])[C:8]([O:13][CH3:14])=[CH:7][C:3]=1[C:4](O)=[O:5].[CH3:15][N:16]=[C:17]=[S:18]>C(O)C>[SH:18][C:17]1[N:16]([CH3:15])[C:4](=[O:5])[C:3]2[C:2](=[CH:10][C:9]([O:11][CH3:12])=[C:8]([O:13][CH3:14])[CH:7]=2)[N:1]=1. The reactants are NC1=C(C(=O)O)C=C(C(=C1)OC)OC (2-amino-4,5-dimethoxybenzoic acid), CN=C=S (methyl isothiocyanate). The solvent is C(C)O (ethanol). Procedure: A solution of 2-amino-4,5-dimethoxybenzoic acid (20.0 g) and methyl isothiocyanate (7.23 g) in ethanol was refluxed for 30 minutes. The precipitate was collected by filtration to provide the title compound as colorless needles. Yield 11.77 g (47%) 1H-NMR (CDCl3) δ: 3.67(3H,s), 3.85(3H,s), 3.89(3H,s), 6.93(1H,s), 7.31(1H,s). The product is SC1=NC2=CC(=C(C=C2C(N1C)=O)OC)OC (2-Mercapto-6,7-dimethoxy-3-methylquinazolin-4-one).